describe an organic reaction: reactants, conditions, products, and yield From a dataset of the Open Reaction Database (ORD), a public repository of structured organic reaction records. Starting materials: C(C1=CC=CC=C1)(=O)O[C@H](C(=O)O)[C@@H](C(=O)O)OC(C1=CC=CC=C1)=O ((2S,3S)-2,3-bis(benzoyloxy)succinic acid), COC1=C(C=CC(=N1)/C=C/C1=NN2C(C(CCC2)C2=C(C=CC=C2)C(F)(F)F)=N1)N1C=NC(=C1)C (2-{(E)-2-[6-Methoxy-5-(4-methyl-1H-imidazol-1-yl)pyridin-2-yl]vinyl}-8-[2-(trifluoromethyl)phenyl]-5,6,7,8-tetrahydro[1,2,4]triazolo[1,5-a]pyridine). Solvent: C(C)#N (acetonitrile), CC(C)O (2-propanol), C(C)#N (acetonitrile). The product is C(C1=CC=CC=C1)(=O)O[C@H](C(=O)O)[C@@H](C(=O)O)OC(C1=CC=CC=C1)=O.COC1=C(C=CC(=N1)/C=C/C1=NN2C([C@@H](CCC2)C2=C(C=CC=C2)C(F)(F)F)=N1)N1C=NC(=C1)C ((8S)-2-{(E)-2-[6-Methoxy-5-(4-methyl-1H-imidazol-1-yl)pyridin-2-yl]vinyl}-8-[2-(trifluoromethyl)phenyl]-5,6,7,8-tetrahydro[1,2,4]triazolo[1,5-a]pyridine (2S,3S)-2,3-bis(benzoyloxy)succinate). As a reaction SMILES: [CH3:1][O:2][C:3]1[N:8]=[C:7](/[CH:9]=[CH:10]/[C:11]2[N:29]=[C:14]3[CH:15]([C:19]4[CH:24]=[CH:23][CH:22]=[CH:21][C:20]=4[C:25]([F:28])([F:27])[F:26])[CH2:16][CH2:17][CH2:18][N:13]3[N:12]=2)[CH:6]=[CH:5][C:4]=1[N:30]1[CH:34]=[C:33]([CH3:35])[N:32]=[CH:31]1.[C:36]([O:44][C@@H:45]([C@H:49]([O:53][C:54](=[O:61])[C:55]1[CH:60]=[CH:59][CH:58]=[CH:57][CH:56]=1)[C:50]([OH:52])=[O:51])[C:46]([OH:48])=[O:47])(=[O:43])[C:37]1[CH:42]=[CH:41][CH:40]=[CH:39][CH:38]=1>CC(O)C.C(#N)C>[C:54]([O:53][C@@H:49]([C@H:45]([O:44][C:36](=[O:43])[C:37]1[CH:38]=[CH:39][CH:40]=[CH:41][CH:42]=1)[C:46]([OH:48])=[O:47])[C:50]([OH:52])=[O:51])(=[O:61])[C:55]1[CH:60]=[CH:59][CH:58]=[CH:57][CH:56]=1.[CH3:1][O:2][C:3]1[N:8]=[C:7](/[CH:9]=[CH:10]/[C:11]2[N:29]=[C:14]3[C@H:15]([C:19]4[CH:24]=[CH:23][CH:22]=[CH:21][C:20]=4[C:25]([F:28])([F:27])[F:26])[CH2:16][CH2:17][CH2:18][N:13]3[N:12]=2)[CH:6]=[CH:5][C:4]=1[N:30]1[CH:34]=[C:33]([CH3:35])[N:32]=[CH:31]1 |f:4.5|. Procedure details: 2-{(E)-2-[6-Methoxy-5-(4-methyl-1H-imidazol-1-yl)pyridin-2-yl]vinyl}-8-[2-(trifluoromethyl)phenyl]-5,6,7,8-tetrahydro[1,2,4]triazolo[1,5-a]pyridine (100 mg, 0.208 mmol) was dissolved in the mixture of 2-propanol (1.6 mL) and acetonitrile (2.0 mL) at 45° C., and the solution of (2S,3S)-2,3-bis(benzoyloxy)succinic acid (D-DBTA) (89.5 mg, 0.250 mmol) in acetonitrile (1.6 mL) was added. Traces of seed crystal of the title compound which was obtained by the method similar to this step was added to th... Starting materials: C(C)(=O)Cl (acetyl chloride), CC1=CC(=C(C=C1)O)C(C=C)C (4-methyl-2-(1-methyl-2-propenyl)-phenol). The solvent is O (water). Reaction conditions: time 2 hour. The product is C(C)(=O)OC1=C(C=C(C=C1)C)C(C=C)C (4-methyl-2-(1-methyl-2-propenyl)-phenyl acetate). As a reaction SMILES: [C:1](Cl)(=[O:3])[CH3:2].[CH3:5][C:6]1[CH:11]=[CH:10][C:9]([OH:12])=[C:8]([CH:13]([CH3:16])[CH:14]=[CH2:15])[CH:7]=1>O>[C:1]([O:12][C:9]1[CH:10]=[CH:11][C:6]([CH3:5])=[CH:7][C:8]=1[CH:13]([CH3:16])[CH:14]=[CH2:15])(=[O:3])[CH3:2]. Reported procedure: 42.6 ml (0.6 mole) of acetyl chloride are added dropwise in the course of 1 hour at room temperature, while stirring, to 81.1 g (0.5 mole) of 4-methyl-2-(1-methyl-2-propenyl)-phenol. The reaction mixture is then heated to 100° and left at this temperature for 2 hours. After cooling, water is cautiously added and extraction is carried out with methylene chloride. The organic phase is dried over sodium sulphate and concentrated by evaporation. Subsequent distillation of the remaining residue (64°-... Reactants: BrN1C(CCC1=O)=O (N-bromosuccinimide), γ-lactone, O[C@@H](C[C@H](C(=O)O)C(C)C)[C@H](CC(C)C)O ((2S,4S,5S)-4,5-dihydroxy-2-isopropyl-7-methyloctanoic acid), C1(=CC=CC=C1)P(C1=CC=CC=C1)C1=CC=CC=C1 (triphenylphosphine). Solvent: CCOCC (Et2O), C1=CC=CC=C1 (benzene). Reaction conditions: time 30 minute. The product is γ-lactone, Br[C@@H]([C@H](C[C@H](C(=O)O)C(C)C)O)CC(C)C ((2S,4S,5R)-5-bromo-4-hydroxy-2-isopropyl-7-methyloctanoic acid). Reaction SMILES: [OH:1][C@H:2]([C@@H:11](O)[CH2:12][CH:13]([CH3:15])[CH3:14])[CH2:3][C@@H:4]([CH:8]([CH3:10])[CH3:9])[C:5]([OH:7])=[O:6].C1(P(C2C=CC=CC=2)C2C=CC=CC=2)C=CC=CC=1.[Br:36]N1C(=O)CCC1=O>C1C=CC=CC=1.CCOCC>[Br:36][C@H:11]([CH2:12][CH:13]([CH3:15])[CH3:14])[C@@H:2]([OH:1])[CH2:3][C@@H:4]([CH:8]([CH3:10])[CH3:9])[C:5]([OH:7])=[O:6]. Procedure: A stirred solution of the γ-lactone of (2S,4S,5S)-4,5-dihydroxy-2-isopropyl-7-methyloctanoic acid from Preparation IIIA (0.214 g., 1 mmol) and triphenylphosphine (0.289 g., 1.1 mmol) in benzene (3 ml) is cooled in an ice bath and treated during 5-10 minutes with N-bromosuccinimide (0.196 g., 1.1 mmol). The mixture is kept cold for an additional 30 minutes and then at ambient temperature for 4 hours. It is diluted with Et2O and filtered. The filtrate is con-centrated and the residue chromatograph... Starting materials: O (water), Cl (HCl), C(C)(C)(C)[Si](C)(C)OCC1=C(C(=C(C=C1)C)F)F (tert-butyl-(2,3-difluoro-4-methyl-benzyloxy)-dimethyl-silane), [F-].C(CCC)[N+](CCCC)(CCCC)CCCC (tetrabutylammonium fluoride), solution. Run in C1CCOC1 (THF), C1CCOC1 (THF). Conditions: time 1 hour. Product: FC1=C(C=CC(=C1F)C)CO ((2,3-Difluoro-4-methyl-phenyl)-methanol). Reaction SMILES: C([Si]([O:8][CH2:9][C:10]1[CH:15]=[CH:14][C:13]([CH3:16])=[C:12]([F:17])[C:11]=1[F:18])(C)C)(C)(C)C.[F-].C([N+](CCCC)(CCCC)CCCC)CCC.O.Cl>C1COCC1>[F:18][C:11]1[C:12]([F:17])=[C:13]([CH3:16])[CH:14]=[CH:15][C:10]=1[CH2:9][OH:8] |f:1.2|. Procedure: To a solution of tert-butyl-(2,3-difluoro-4-methyl-benzyloxy)-dimethyl-silane (6.5 g, 24 mmol) in THF (24 mL) was added tetrabutylammonium fluoride (24 mL of a 1M solution in THF, 24 mmol). After stirring at ambient temperature for 1 hour, the mixture was poured into water, acidified with 1M aqueous HCl, extracted 3× with ethyl acetate, and the combined organic layers were dried over Na2SO4, filtered and concentrated in vacuo. The residue was purified by silica gel chromatography (10:1 to 2:1 he... The reactants are Br, COc1nnc(-c2ccccc2)c2cc(C(=O)Nc3cccc(C(F)(F)F)c3)ccc12, C1COCCO1. The product is O=C(Nc1cccc(C(F)(F)F)c1)c1ccc2c(O)nnc(-c3ccccc3)c2c1. Reaction SMILES: [BrH:32].[F:1][C:2]([c:3]1[cH:4][c:5]([NH:9][C:10](=[O:11])[c:12]2[cH:13][c:14]3[c:15](-[c:24]4[cH:25][cH:26][cH:27][cH:28][cH:29]4)[n:16][n:17][c:18]([O:22][CH3:23])[c:19]3[cH:20][cH:21]2)[cH:6][cH:7][cH:8]1)([F:30])[F:31].[O:33]1[CH2:34][CH2:35][O:36][CH2:37][CH2:38]1>>[F:1][C:2]([c:3]1[cH:4][c:5]([NH:9][C:10](=[O:11])[c:12]2[cH:13][c:14]3[c:15](-[c:24]4[cH:25][cH:26][cH:27][cH:28][cH:29]4)[n:16][n:17][c:18]([OH:22])[c:19]3[cH:20][cH:21]2)[cH:6][cH:7][cH:8]1)([F:30])[F:31].